This data is from the Open Reaction Database (ORD), a public repository of structured organic reaction records. The task is: describe an organic reaction: reactants, conditions, products, and yield Starting materials: BrC1=NC=NC(=C1C)N1CCC(CC1)C1=CC=C2CCCNC2=N1 (4-bromo-5-methyl-6-[4-(1,2,3,4-tetrahydro-1,8-naphthyridin-7-yl)-1-piperidinyl]-pyrimidine), CC(C)(C)OC([C@@H](NC(=O)OCC1=CC=CC=C1)CN)=O ((1,1-dimethylethyl)3-amino-N-[(phenylmethoxy)carbonyl]alaninate), [F-].[Cs+] (caesium fluoride), S(−)2,2′-bis(diphenyl-phosphino)-1,1′-binaphthyl, CC(C)(C)OC([C@@H](NC(=O)OCC1=CC=CC=C1)CN)=O ((1,1-dimethylethyl)3-amino-N-[(phenylmethoxy)carbonyl]alaninate), [F-].[Cs+] (caesium fluoride), tris(dibenzylideneacetone) dipalladium(0),and, S(−)2,2′-bis(diphenyl-phosphino)-1,1′-binaphthyl. The reagents and catalysts are [Pd].[Pd].C(C1=CC=CC=C1)=CC(=O)C=CC1=CC=CC=C1.C(C1=CC=CC=C1)=CC(=O)C=CC1=CC=CC=C1.C(C1=CC=CC=C1)=CC(=O)C=CC1=CC=CC=C1 (tris(dibenzylideneacetone) dipalladium(0)). The solvent is O1CCOCC1 (dioxane). Yields the product CC=1C(=NC=NC1N1CCC(CC1)C1=CC=C2CCCNC2=N1)NC[C@H](NC(=O)OCC1=CC=CC=C1)C(=O)OC(C)(C)C ((1,1-dimethylethyl) 3-[[5-methyl-6-[4-(1,2,3,4-tetrahydro-1,8-naphthyridin-7-yl)-1-piperidinyl]-4-pyrimidinyl]amino]-N-[(phenylmethoxy)carbonyl]alaninate). The yield is 37.4%. RXN SMILES: Br[C:2]1[C:7]([CH3:8])=[C:6]([N:9]2[CH2:14][CH2:13][CH:12]([C:15]3[N:24]=[C:23]4[C:18]([CH2:19][CH2:20][CH2:21][NH:22]4)=[CH:17][CH:16]=3)[CH2:11][CH2:10]2)[N:5]=[CH:4][N:3]=1.[CH3:25][C:26]([O:29][C:30](=[O:45])[C@H:31]([CH2:43][NH2:44])[NH:32][C:33]([O:35][CH2:36][C:37]1[CH:42]=[CH:41][CH:40]=[CH:39][CH:38]=1)=[O:34])([CH3:28])[CH3:27].[F-].[Cs+]>O1CCOCC1.[Pd].[Pd].C(=CC(C=CC1C=CC=CC=1)=O)C1C=CC=CC=1.C(=CC(C=CC1C=CC=CC=1)=O)C1C=CC=CC=1.C(=CC(C=CC1C=CC=CC=1)=O)C1C=CC=CC=1>[CH3:8][C:7]1[C:2]([NH:44][CH2:43][C@@H:31]([C:30]([O:29][C:26]([CH3:28])([CH3:27])[CH3:25])=[O:45])[NH:32][C:33]([O:35][CH2:36][C:37]2[CH:42]=[CH:41][CH:40]=[CH:39][CH:38]=2)=[O:34])=[N:3][CH:4]=[N:5][C:6]=1[N:9]1[CH2:14][CH2:13][CH:12]([C:15]2[N:24]=[C:23]3[C:18]([CH2:19][CH2:20][CH2:21][NH:22]3)=[CH:17][CH:16]=2)[CH2:11][CH2:10]1 |f:2.3,5.6.7.8.9|. Reported procedure: A mixture of 620 mg (1.6 mmoles) of 4-bromo-5-methyl-6-[4-(1,2,3,4-tetrahydro-1,8-naphthyridin-7-yl)-1-piperidinyl]-pyrimidine, 565 mg (1.92 mmoles) of (1,1-dimethylethyl)3-amino-N-[(phenylmethoxy)carbonyl]alaninate (prepared according to J. Med. Chem.(2001), 44(8), 1158-1176), 340 mg (2.25 mmoles) of caesium fluoride, 73 mg (0.08 mmoles) of tris(dibenzylideneacetone) dipalladium(0), 100 mg (0.16 mmoles) of S(−)2,2′-bis(diphenyl-phosphino)-1,1′-binaphthyl in 50 ml of dioxane is heated under refl...